Dataset: the Open Reaction Database (ORD), a public repository of structured organic reaction records. Task: describe an organic reaction: reactants, conditions, products, and yield Reactants: COC(COC1=C2C(=C(C(=NC2=C(C=C1)F)CC)CC1=CC=C(C=C1)OC(F)(F)F)OC(F)F)=O ([4-difluoromethoxy-2-ethyl-8-fluoro-3-(4-trifluoromethoxybenzyl)quinolin-5-yloxy]acetic acid methyl ester), [OH-].[Li+] (lithium hydroxide), Cl (hydrochloric acid). Solvent: O1CCCC1 (tetrahydrofuran). Conditions: time 3 hour. Yields the product FC(OC1=C(C(=NC2=C(C=CC(=C12)OCC(=O)O)F)CC)CC1=CC=C(C=C1)OC(F)(F)F)F ([4-difluoromethoxy-2-ethyl-8-fluoro-3-(4-trifluoromethoxybenzyl)quinolin-5-yloxy]acetic acid). Yield: 80.0%. RXN SMILES: C[O:2][C:3](=[O:35])[CH2:4][O:5][C:6]1[CH:15]=[CH:14][C:13]([F:16])=[C:12]2[C:7]=1[C:8]([O:31][CH:32]([F:34])[F:33])=[C:9]([CH2:19][C:20]1[CH:25]=[CH:24][C:23]([O:26][C:27]([F:30])([F:29])[F:28])=[CH:22][CH:21]=1)[C:10]([CH2:17][CH3:18])=[N:11]2.[OH-].[Li+].Cl>O1CCCC1>[F:34][CH:32]([F:33])[O:31][C:8]1[C:7]2[C:12](=[C:13]([F:16])[CH:14]=[CH:15][C:6]=2[O:5][CH2:4][C:3]([OH:35])=[O:2])[N:11]=[C:10]([CH2:17][CH3:18])[C:9]=1[CH2:19][C:20]1[CH:21]=[CH:22][C:23]([O:26][C:27]([F:30])([F:29])[F:28])=[CH:24][CH:25]=1 |f:1.2|. Procedure: A solution of [4-difluoromethoxy-2-ethyl-8-fluoro-3-(4-trifluoromethoxybenzyl)quinolin-5-yloxy]acetic acid methyl ester (0.054 g) in tetrahydrofuran (4.0 mL) was treated with 1.0M aqueous lithium hydroxide solution (0.21 mL), and the resulting mixture was stirred at room temperature for 3 hours. The mixture was acidified by the addition of 0.1M aqueous hydrochloric acid and extracted with ethyl acetate. The combined extracts were washed with saturated aqueous sodium chloride solution, dried over... As a reaction SMILES: [Br:1][C:2]([Br:3])([Br:4])[Br:5].[CH3:35][C:36]#[N:37].[Cl:6][c:7]1[cH:8][c:9]([CH2:14][OH:15])[cH:10][n:11][c:12]1[Cl:13].[c:16]1([P:17]([c:18]2[cH:19][cH:20][cH:21][cH:22][cH:23]2)[c:24]2[cH:25][cH:26][cH:27][cH:28][cH:29]2)[cH:30][cH:31][cH:32][cH:33][cH:34]1>>[CH2:2]([Br:5])[c:9]1[cH:8][c:7]([Cl:6])[c:12]([Cl:13])[n:11][cH:10]1. The reactants are BrC(Br)(Br)Br, CC#N, OCc1cnc(Cl)c(Cl)c1, c1ccc(P(c2ccccc2)c2ccccc2)cc1. The product is Clc1cc(CBr)cnc1Cl. Reactants: C(C)C1=C(C=CC(=C1)C#N)N=C=S (2-Ethyl-4-cyanophenyl isothiocyanate), [Cl-].OC1=CC=C(C=C1)C[C@@H](CCl)[NH2+]CC(C)C (N-((1S)-1-(4-hydroxyphenylmethyl)-2-chloroethyl)-N-isobutylammonium chloride). Yields the product Cl.C(C)C1=C(C=CC(=C1)C#N)N=C1SC[C@@H](N1CC(C)C)CC1=CC=C(C=C1)O ((4S)-2-(2-ethyl-4-cyanophenylimino)-4-(4-hydroxyphenylmethyl)-3-isobutyl-1,3-thiazolidine HCl salt). As a reaction SMILES: [CH2:1]([C:3]1[CH:8]=[C:7]([C:9]#[N:10])[CH:6]=[CH:5][C:4]=1[N:11]=[C:12]=[S:13])[CH3:2].[Cl-].[OH:15][C:16]1[CH:21]=[CH:20][C:19]([CH2:22][C@H:23]([NH2+:26][CH2:27][CH:28]([CH3:30])[CH3:29])[CH2:24][Cl:25])=[CH:18][CH:17]=1>>[ClH:25].[CH2:1]([C:3]1[CH:8]=[C:7]([C:9]#[N:10])[CH:6]=[CH:5][C:4]=1[N:11]=[C:12]1[N:26]([CH2:27][CH:28]([CH3:29])[CH3:30])[C@@H:23]([CH2:22][C:19]2[CH:18]=[CH:17][C:16]([OH:15])=[CH:21][CH:20]=2)[CH2:24][S:13]1)[CH3:2] |f:1.2,3.4|. Procedure: (1S)-1-(4-Hydroxyphenylmethyl)-2-hydroxyethylamine was made from (L)-tyrosine methyl ester as described in Method B1b. The 2-hydroxyethylamine was converted to (4S)-2-isopropyl-4-(4-hydroxyphenylmethyl)-1,3-oxazolidine according to Method B4c, Step 1. The oxazolidine was reduced to N-((1S)-1-(4-hydroxyphenylmethyl)-2-hydroxyethyl)-N-isobutylamine according to Method B4c, Step 2. The resulting 2-hydroxyethylamine was treated with SOCl2 according to Method B7c to give N-((1S)-1-(4-hydroxyphenylmet... Starting materials: ClC[C@@H]1CN(C=2C1=C1C(=C(NC1=C(C2)O)C(F)(F)F)C(=O)OC)C(=O)C=2NC1=CC=C(C=C1C2)NC(=O)C=2OC1=C(C2)C=CC=C1OC (methyl (1S)-1-chloromethyl-5-hydroxy-3-[5-(7-methoxybenzofuran-2-ylcarbonyl)amino-1H-indol-2-ylcarbonyl]-7-trifluoromethyl-1,2,3,6-tetrahydropyrrolo[3,2-e]indole-8-carboxylate), OCCN1CCNCC1 (1-(2-hydroxyethyl)piperazine). Yields the product Cl.FC(C=1NC2=CC=C3C(=C2C1C(=O)O)CCN3)(F)F (7-trifluoromethyl-1,2,3,6-tetrahydropyrrolo[3,2-e]indole-8-carboxylate hydrochloride). As a reaction SMILES: [Cl:1]C[C@H:3]1[C:7]2=[C:8]3[C:12](=[C:13](O)[CH:14]=[C:6]2[N:5](C(C2NC4C(C=2)=CC(NC(C2OC5C(OC)=CC=CC=5C=2)=O)=CC=4)=O)[CH2:4]1)[NH:11][C:10]([C:16]([F:19])([F:18])[F:17])=[C:9]3[C:20]([O:22]C)=[O:21].OCCN1CCNCC1>>[ClH:1].[F:19][C:16]([F:17])([F:18])[C:10]1[NH:11][C:12]2[C:8]([C:9]=1[C:20]([OH:22])=[O:21])=[C:7]1[CH2:3][CH2:4][NH:5][C:6]1=[CH:14][CH:13]=2 |f:2.3|. Procedure details: Methyl (1S)-1-chloromethyl-5-[4-(2-hydroxyethyl)piperazin-1-ylcarbonyl)oxy-3-[5-(7-methoxybenzofuran-2-ylcarbonyl)amino]-1H-indol-2-ylcarbonyl]-7-trifluoromethyl-1,2,3,6-tetrahydropyrrolo[3,2-e]indole-8-carboxylate hydrochloride was prepared by using 25.6 mg (37 μmol) of methyl (1S)-1-chloromethyl-5-hydroxy-3-[5-(7-methoxybenzofuran-2-ylcarbonyl)amino-1H-indol-2-ylcarbonyl]-7-trifluoromethyl-1,2,3,6-tetrahydropyrrolo[3,2-e]indole-8-carboxylate and 6.8 μl (56 μmol) of 1-(2-hydroxyethyl)piperazine... The reactants are N1C(COCC2=C1C=CC=C2)=O (1,5-dihydro-4,1-benzoxazepin-2-one), [H-].[Al+3].[Li+].[H-].[H-].[H-] (lithium aluminum hydride), O (water), [OH-].[Na+] (sodium hydroxide), O (water). Solvent: C1CCOC1 (THF). Conditions: temperature 80 celsius, time 2 hour. Product: N1CCOCC2=C1C=CC=C2 (1,2,3,5-tetrahydro-4,1-benzoxazepine). Yield: 48.7%. As a reaction SMILES: [NH:1]1[C:7]2[CH:8]=[CH:9][CH:10]=[CH:11][C:6]=2[CH2:5][O:4][CH2:3][C:2]1=O.[H-].[Al+3].[Li+].[H-].[H-].[H-].O.[OH-].[Na+]>C1COCC1>[NH:1]1[C:7]2[CH:8]=[CH:9][CH:10]=[CH:11][C:6]=2[CH2:5][O:4][CH2:3][CH2:2]1 |f:1.2.3.4.5.6,8.9|. Procedure: To 1,5-dihydro-4,1-benzoxazepin-2-one (3.7 g, 22.7 mmol) in THF (75 mL) cooled with an ice bath was added lithium aluminum hydride (2.6 g, 68 mmole) portion wise. The reaction mixture was warmed to 80° C. and stirred for 2 hrs. This mixture was then cooled to rt and was treated with water (2.7 mL), 10% sodium hydroxide aqueous solution (2.7 mL) and water (8.1 mL). The resulting mixture was stirred for another 10 minutes before filtration through Celite. The Celite was washed with ethyl acetate a... Starting materials: C(C)OC(=O)C1C(CCC1)N(C(CC1=NS(C2=C(N1)C=CC(=C2)NS(=O)(=O)C)(=O)=O)=O)CC2=CC=C(C=C2)Cl (2-{(4-chloro-benzyl)-[2-(7-methanesulfonylamino-1,1-dioxo-1,4-dihydro-1λ6-benzo[1,2,4]thiadiazin-3-yl)-acetyl]-amino}-cyclopentanecarboxylic acid ethyl ester), [O-]CC.[Na+] (sodium ethoxide). Run in C(C)O (ethanol), C(C)O (ethanol). Conditions: temperature 60 celsius, time 16 hour. The product is ClC1=CC=C(CN2C(C(=C([C@@H]3CCC[C@H]23)O)C2=NS(C3=C(N2)C=CC(=C3)NS(=O)(=O)C)(=O)=O)=O)C=C1 (cis-N-{3-[1-(4-chloro-benzyl)-4-hydroxy-2-oxo-2,4a,5,6,7,7a-hexahydro-1H-[1]pyrindin-3-yl]-1,1-dioxo-1,4-dihydro-1λ6-benzo[1,2,4]thiadiazin-7-yl}-methanesulfonamide). Yield: 26.2%. As a reaction SMILES: C([O:3][C:4]([CH:6]1[CH2:10][CH2:9][CH2:8][CH:7]1[N:11]([CH2:32][C:33]1[CH:38]=[CH:37][C:36]([Cl:39])=[CH:35][CH:34]=1)[C:12](=[O:31])[CH2:13][C:14]1[NH:19][C:18]2[CH:20]=[CH:21][C:22]([NH:24][S:25]([CH3:28])(=[O:27])=[O:26])=[CH:23][C:17]=2[S:16](=[O:30])(=[O:29])[N:15]=1)=O)C.[O-]CC.[Na+]>C(O)C>[Cl:39][C:36]1[CH:37]=[CH:38][C:33]([CH2:32][N:11]2[C@@H:7]3[C@@H:6]([CH2:10][CH2:9][CH2:8]3)[C:4]([OH:3])=[C:13]([C:14]3[NH:19][C:18]4[CH:20]=[CH:21][C:22]([NH:24][S:25]([CH3:28])(=[O:26])=[O:27])=[CH:23][C:17]=4[S:16](=[O:30])(=[O:29])[N:15]=3)[C:12]2=[O:31])=[CH:34][CH:35]=1 |f:1.2|. Reported procedure: A solution of the crude 2-{(4-chloro-benzyl)-[2-(7-methanesulfonylamino-1,1-dioxo-1,4-dihydro-1λ6-benzo[1,2,4]thiadiazin-3-yl)-acetyl]-amino}-cyclopentanecarboxylic acid ethyl ester in ethanol (20 mL) was treated with a 21% w/w solution of sodium ethoxide in ethanol (0.648 g) and stirred for 16 h at 60° C. Upon cooling, the reaction mixture was then quenched with 1.0 M aqueous hydrochloric acid solution (20 mL) and extracted with ethyl acetate (2×50 mL). The combined organic layers were washed w... Starting materials: C(C)[Mg]Br (ethylmagnesium bromide), C1(=CC=CC=C1)S (THIOPHENOL), FC=1C=C(C=C(C1)F)C(=O)C=1SC=CN1 ((3,5-difluorophenyl)(thiazol-2-yl)methanone), C1(=CC=CC=C1)S (THIOPHENOL), C1(=CC=CC=C1)S (THIOPHENOL), C(=C)[Mg]Br (vinylmagnesium bromide). The solvent is C1CCOC1 (THF). Yields the product FC=1C=C(C=C(C1)S)C(CC)(C=1SC=CN1)O (5-Fluoro-3-[1-hydroxy-1-(thiazol-2-yl)-propyl]thiophenol). Reaction SMILES: C1([SH:7])C=CC=CC=1.F[C:9]1[CH:10]=[C:11]([C:16]([C:18]2[S:19][CH:20]=[CH:21][N:22]=2)=[O:17])[CH:12]=[C:13]([F:15])[CH:14]=1.[CH2:23]([Mg]Br)[CH3:24].C([Mg]Br)=C>C1COCC1>[F:15][C:13]1[CH:12]=[C:11]([C:16]([OH:17])([C:18]2[S:19][CH:20]=[CH:21][N:22]=2)[CH2:23][CH3:24])[CH:10]=[C:9]([SH:7])[CH:14]=1. Reported procedure: Following the procedure described for Thiophenol 2, Step 3 and thiophenol 5, Steps 2 and 3 but substituting the ketone from Thiophenol 5, Step 1 for (3,5-difluorophenyl)(thiazol-2-yl)methanone and ethylmagnesium bromide in THF (Aldrich) for vinylmagnesium bromide as starting material the title compound was obtained. Mass spec. 270 (MH+).